This data is from the Open Reaction Database (ORD), a public repository of structured organic reaction records. The task is: describe an organic reaction: reactants, conditions, products, and yield Reactants: CC(C)(C)OC(=O)Nc1ccc(CCc2ccccc2)cc1, ClCCl, O=C(O)C(F)(F)F. Yields the product Nc1ccc(CCc2ccccc2)cc1. Reaction SMILES: [C:1]([O:2][C:3](=[O:4])[NH:7][c:8]1[cH:9][cH:10][c:11]([CH2:14][CH2:15][c:16]2[cH:17][cH:18][cH:19][cH:20][cH:21]2)[cH:12][cH:13]1)([CH3:5])([CH3:6])[CH3:22].[Cl:30][CH2:31][Cl:32].[F:23][C:24]([F:25])([F:26])[C:27]([OH:28])=[O:29]>>[NH2:7][c:8]1[cH:9][cH:10][c:11]([CH2:14][CH2:15][c:16]2[cH:17][cH:18][cH:19][cH:20][cH:21]2)[cH:12][cH:13]1. Reactants: COC1=C(C=O)C=CC=C1 (2-methoxybenzaldehyde), CN1C(=O)NC(=O)C1 (1-methyl hydantoin), C(C)(=O)[O-].[Na+] (sodium acetate), C(C)(=O)OC(C)=O (acetic anhydride). Run in C(C)(=O)O (acetic acid), O (water). Yields the product COC=1C=C(C=CC1)C=C1C(NC(N1C)=O)=O (5-[(3-Methoxyphenyl)methylene]-l-methyl-2,4-imidazolidinedione). Yield: 18.2%. Reaction SMILES: [CH3:1][O:2][C:3]1[CH:10]=[CH:9][CH:8]=[CH:7][C:4]=1C=O.[CH3:11][N:12]1[CH2:18][C:16](=[O:17])[NH:15][C:13]1=[O:14].[C:19]([O-])(=O)C.[Na+].C(OC(=O)C)(=O)C>O.C(O)(=O)C>[CH3:1][O:2][C:3]1[CH:4]=[C:7]([CH:19]=[C:18]2[N:12]([CH3:11])[C:13](=[O:14])[NH:15][C:16]2=[O:17])[CH:8]=[CH:9][CH:10]=1 |f:2.3|. Procedure details: A mixture of 2-methoxybenzaldehyde (3.8 g, 28 mmoles), 1-methyl hydantoin (3.0 g 26 mmoles), sodium acetate (8.4 g, 102 mmoles), acetic anhydride (10 ml), and acetic acid (40 ml) is stirred under an inert atmosphere and heated to reflux. After 24 hours the mixture is stirred into water (350 ml), stirred, and the resulting gum is isolated and washed by decantation, then crystallized from isopropanol. Recrystallization from acetonitrile gave the pure product (1.1 g), mp 195°-197° C. Reactants: CC(C)(C)OC(=O)NC1(C(=O)O)CC1, CN(C(=O)c1ccc(Cl)cc1)C1CCNCC1c1ccc(Cl)c(Cl)c1, Cl. The product is CN(C(=O)c1ccc(Cl)cc1)C1CCN(C(=O)C2(NC(=O)OC(C)(C)C)CC2)CC1c1ccc(Cl)c(Cl)c1. Reaction SMILES: [C:27]([CH3:28])([CH3:29])([CH3:30])[O:31][C:32](=[O:33])[NH:34][C:35]1([C:38](=[O:39])[OH:40])[CH2:36][CH2:37]1.[Cl:2][c:3]1[cH:4][cH:5][c:6]([C:7](=[O:8])[N:9]([CH3:10])[CH:11]2[CH:12]([c:17]3[cH:18][c:19]([Cl:24])[c:20]([Cl:23])[cH:21][cH:22]3)[CH2:13][NH:14][CH2:15][CH2:16]2)[cH:25][cH:26]1.[ClH:1]>>[Cl:2][c:3]1[cH:4][cH:5][c:6]([C:7](=[O:8])[N:9]([CH3:10])[CH:11]2[CH:12]([c:17]3[cH:18][c:19]([Cl:24])[c:20]([Cl:23])[cH:21][cH:22]3)[CH2:13][N:14]([C:38]([C:35]3([NH:34][C:32]([O:31][C:27]([CH3:28])([CH3:29])[CH3:30])=[O:33])[CH2:36][CH2:37]3)=[O:39])[CH2:15][CH2:16]2)[cH:25][cH:26]1. Starting materials: C(C1=CC=CC=C1)OC([C@H](CCC=1N(NNN1)CC1=CC=CC=C1)NC(=O)OC(C)(C)C)=O ((S)-4-(4-benzyl-2H-tetrazol-5-yl)-2-tert-butoxycarbonylamino-butyric acid benzyl ester). Reagents/catalysts: [OH-].[OH-].[Pd+2] (Pd(OH)2/C). The solvent is C(C)(=O)OCC (ethyl acetate). Conditions: time 12 hour. Yields the product C(C)(C)(C)OC(=O)N[C@H](C(=O)O)CCC=1N=NNN1 ((S)-2-tert-Butoxycarbonylamino-4-(2H-tetrazol-5-yl)-butyric acid). As a reaction SMILES: C([O:8][C:9](=[O:33])[C@@H:10]([NH:25][C:26]([O:28][C:29]([CH3:32])([CH3:31])[CH3:30])=[O:27])[CH2:11][CH2:12][C:13]1[N:14](CC2C=CC=CC=2)[NH:15][NH:16][N:17]=1)C1C=CC=CC=1>C(OCC)(=O)C.[OH-].[OH-].[Pd+2]>[C:29]([O:28][C:26]([NH:25][C@@H:10]([CH2:11][CH2:12][C:13]1[N:14]=[N:15][NH:16][N:17]=1)[C:9]([OH:33])=[O:8])=[O:27])([CH3:32])([CH3:30])[CH3:31] |f:2.3.4|. Procedure details: To a solution of 4.63 g (S)-4-(4-benzyl-2H-tetrazol-5-yl)-2-tert-butoxycarbonylamino-butyric acid benzyl ester in 400 ml ethyl acetate were added 800 mg Pd(OH)2/C (10%) and the suspension stirred under an atmosphere of hydrogen (4 bar) for 12 h. The reaction mixture was filtrated over a plug of Celite® and washed with ethyl acetate. Yield: 2.84 g colorless solid. Reactants: CN(C)C=O, CC(=O)c1csc(-c2ccc(Cl)c(Cl)c2)c1O, Cl, COC(=O)C1CCN(C(=S)NN)CC1, O. The product is COC(=O)C1CCN(C(=S)NN=C(C)c2csc(-c3ccc(Cl)c(Cl)c3)c2O)CC1. Reaction SMILES: [CH3:1][N:2]([CH3:3])[CH:4]=[O:5].[Cl:6][c:7]1[cH:8][c:9](-[c:14]2[s:15][cH:16][c:17]([C:20](=[O:21])[CH3:22])[c:18]2[OH:19])[cH:10][cH:11][c:12]1[Cl:13].[ClH:37].[NH:23]([NH2:24])[C:25](=[S:26])[N:27]1[CH2:28][CH2:29][CH:30]([C:33](=[O:34])[O:35][CH3:36])[CH2:31][CH2:32]1.[OH2:38]>>[Cl:6][c:7]1[cH:8][c:9](-[c:14]2[s:15][cH:16][c:17]([C:20]([CH3:22])=[N:24][NH:23][C:25](=[S:26])[N:27]3[CH2:28][CH2:29][CH:30]([C:33](=[O:34])[O:35][CH3:36])[CH2:31][CH2:32]3)[c:18]2[OH:19])[cH:10][cH:11][c:12]1[Cl:13]. The reactants are BrB(Br)Br, COC(=O)Cc1c(C)n(S(=O)(=O)c2ccc(Cl)c(Cl)c2)c2nccc(Cl)c12, ClCCl. Product: Cc1c(CC(=O)O)c2c(Cl)ccnc2n1S(=O)(=O)c1ccc(Cl)c(Cl)c1. Reaction SMILES: [B:28]([Br:29])([Br:30])[Br:31].[CH3:1][O:2][C:3]([CH2:4][c:5]1[c:6]([CH3:26])[n:7]([S:15](=[O:16])(=[O:17])[c:18]2[cH:19][c:20]([Cl:25])[c:21]([Cl:24])[cH:22][cH:23]2)[c:8]2[n:9][cH:10][cH:11][c:12]([Cl:14])[c:13]12)=[O:27].[Cl:32][CH2:33][Cl:34]>>[O:2]=[C:3]([CH2:4][c:5]1[c:6]([CH3:26])[n:7]([S:15](=[O:16])(=[O:17])[c:18]2[cH:19][c:20]([Cl:25])[c:21]([Cl:24])[cH:22][cH:23]2)[c:8]2[n:9][cH:10][cH:11][c:12]([Cl:14])[c:13]12)[OH:27]. Starting materials: C(C)(C)(C)OC(=O)N1CCC(CC1)NC1=CC(=CC=C1)C1=NC(=NC=C1)Cl (4-[3-(2-Chloro-pyrimidin-4-yl)-phenylamino]-piperidine-1-carboxylic acid tert-butyl ester), NCCC1=CC=C(C=C1)O (tyramine), 490. As a reaction SMILES: [C:1]([O:5][C:6]([N:8]1[CH2:13][CH2:12][CH:11]([NH:14][C:15]2[CH:20]=[CH:19][CH:18]=[C:17]([C:21]3[CH:26]=[CH:25][N:24]=[C:23](Cl)[N:22]=3)[CH:16]=2)[CH2:10][CH2:9]1)=[O:7])([CH3:4])([CH3:3])[CH3:2].[NH2:28][CH2:29][CH2:30][C:31]1[CH:36]=[CH:35][C:34]([OH:37])=[CH:33][CH:32]=1>>[C:1]([O:5][C:6]([N:8]1[CH2:13][CH2:12][CH:11]([NH:14][C:15]2[CH:20]=[CH:19][CH:18]=[C:17]([C:21]3[CH:26]=[CH:25][N:24]=[C:23]([NH:28][CH2:29][CH2:30][C:31]4[CH:36]=[CH:35][C:34]([OH:37])=[CH:33][CH:32]=4)[N:22]=3)[CH:16]=2)[CH2:10][CH2:9]1)=[O:7])([CH3:4])([CH3:3])[CH3:2]. The product is C(C)(C)(C)OC(=O)N1CCC(CC1)NC1=CC(=CC=C1)C1=NC(=NC=C1)NCCC1=CC=C(C=C1)O (4-(3-{2-[2-(4-Hydroxy-phenyl)-ethylamino]-pyrimidin-4-yl}-phenylamino)-piperidine-1-carboxylic acid tert-butyl ester). Reported procedure: Intermediate 7 was coupled with tyramine following procedure F. LC-MS showed the product had the expected M+H+ of 490. 1H NMR (Varian 300 MHz, CDCl3, shifts relative to the solvent peak at 7.24 ppm) δ 8.28 (d, 1H) 7.25 (m, 3H) 7.05 (m, 2H) 6.92 (d, 1H) 6.7 (m, 3H) 5.45 (m, 1H) 4.0 (m, 2H) 3.7 (m, 4H) 3.49 (m, 1H) 2.85 (m, 4H) 2.45 (t, 2H) 1.5 (s, 9H). Starting materials: Cl.OC=1C=CC2=C(O[C@H](CO2)CN)C1 ((S)-7-hydroxy-2,3-dihydro-1,4-benzodioxin-2-methanamine hydrochloride), N1C=C(C2=CC=CC=C12)CCC(=O)O (3-Indolepropionic acid), O.ON1N=NC2=C1C=CC=C2 (1-hydroxybenzotriazole hydrate), C(C)(C)N=C=NC(C)C (1,3-diisopropylcarbodiimide). The solvent is CN(C)C=O (DMF), CN(C)C=O (DMF). Run at time 2 hour. The product is N1C=C(C2=CC=CC=C12)CCCNCC1OC2=C(OC1)C=CC(=C2)O (3-{[3-(1H-Indol-3-yl)-propylamino]methyl}-2,3-dihydro-benzo[1,4]dioxin-6-ol). The yield is 59.9%. RXN SMILES: [NH:1]1[C:9]2[C:4](=[CH:5][CH:6]=[CH:7][CH:8]=2)[C:3]([CH2:10][CH2:11][C:12](O)=O)=[CH:2]1.O.ON1C2C=CC=CC=2N=N1.C(N=C=NC(C)C)(C)C.Cl.[OH:36][C:37]1[CH:38]=[CH:39][C:40]2[O:45][CH2:44][C@H:43]([CH2:46][NH2:47])[O:42][C:41]=2[CH:48]=1>CN(C=O)C>[NH:1]1[C:9]2[C:4](=[CH:5][CH:6]=[CH:7][CH:8]=2)[C:3]([CH2:10][CH2:11][CH2:12][NH:47][CH2:46][CH:43]2[CH2:44][O:45][C:40]3[CH:39]=[CH:38][C:37]([OH:36])=[CH:48][C:41]=3[O:42]2)=[CH:2]1 |f:1.2,4.5|. Procedure details: 3-Indolepropionic acid (1.4 g, 7.4 mmole), 1-hydroxybenzotriazole hydrate (1.2 g, 8.9 mmole) and 1,3-diisopropylcarbodiimide (2.8 ml, 17.8 mmole) were combined in 100 ml of DMF and stirred at room temperature for 2 hours under a nitrogen atmosphere. To this was added dropwise (S)-7-hydroxy-2,3-dihydro-1,4-benzodioxin-2-methanamine hydrochloride (1.6 g, 7.4 mmole) in 50 ml of DMF and the mixture was further stirred for 24 hours. The solvent was removed and the residue partitioned between dichloro... Reactants: O=[N+]([O-])c1cn2c(n1)OCC(Oc1ccc(Br)cn1)C2, CC(=O)NCC1CN(c2cc(F)c(B3OC(C)(C)C(C)(C)O3)c(F)c2)C(=O)O1, [K+], [K+], O=C([O-])[O-], CN(C)C=O, O. Product: CC(=O)NCC1CN(c2cc(F)c(-c3ccc(OC4COc5nc([N+](=O)[O-])cn5C4)nc3)c(F)c2)C(=O)O1. RXN SMILES: [Br:1][c:2]1[cH:3][cH:4][c:5]([O:8][CH:9]2[CH2:10][n:11]3[c:12]([n:15][c:16]([N+:18](=[O:19])[O-:20])[cH:17]3)[O:13][CH2:14]2)[n:6][cH:7]1.[F:21][c:22]1[cH:23][c:24]([N:38]2[C:39](=[O:48])[O:40][CH:41]([CH2:43][NH:44][C:45]([CH3:46])=[O:47])[CH2:42]2)[cH:25][c:26]([F:37])[c:27]1[B:28]1[O:29][C:30]([CH3:31])([CH3:32])[C:33]([CH3:34])([CH3:35])[O:36]1.[K+:49].[K+:50].[O-:51][C:52]([O-:53])=[O:54].[O:55]=[CH:56][N:57]([CH3:58])[CH3:59].[OH2:60]>>[c:2]1(-[c:27]2[c:22]([F:21])[cH:23][c:24]([N:38]3[C:39](=[O:48])[O:40][CH:41]([CH2:43][NH:44][C:45]([CH3:46])=[O:47])[CH2:42]3)[cH:25][c:26]2[F:37])[cH:3][cH:4][c:5]([O:8][CH:9]2[CH2:10][n:11]3[c:12]([n:15][c:16]([N+:18](=[O:19])[O-:20])[cH:17]3)[O:13][CH2:14]2)[n:6][cH:7]1. Reactants: C1(=CC=C(C=C1)S(=O)(=O)O)C (p-toluenesulphonic acid), ClC1=CC=C(C=C1)C=1C=C2C=CC(=NC2=CC1)C#CC1=CC=C(C=O)C=C1 (4-[6-(4-chloro-phenyl)-quinoline-2-ylethynyl]-benzaldehyde), N1CCCC1 (pyrrolidine), [BH-](OC(=O)C)(OC(=O)C)OC(=O)C.[Na+] (NaBH(OAc)3), C(=O)([O-])[O-].[K+].[K+] (K2CO3). The reagents and catalysts are O (water). The solvent is C1CCOC1 (THF), C(C)(=O)O (acetic acid). Reaction conditions: time 30 minute. The product is ClC1=CC=C(C=C1)C=1C=C2C=CC(=NC2=CC1)C#CC1=CC=C(C=C1)CN1CCCC1 (6-(4-chloro-phenyl)-2-(4-pyrrolidin-1-ylmethyl-phenylethynyl)-quinoline). As a reaction SMILES: C1(C)C=CC(S(O)(=O)=O)=CC=1.[Cl:12][C:13]1[CH:18]=[CH:17][C:16]([C:19]2[CH:20]=[C:21]3[C:26](=[CH:27][CH:28]=2)[N:25]=[C:24]([C:29]#[C:30][C:31]2[CH:38]=[CH:37][C:34]([CH:35]=O)=[CH:33][CH:32]=2)[CH:23]=[CH:22]3)=[CH:15][CH:14]=1.[NH:39]1[CH2:43][CH2:42][CH2:41][CH2:40]1.[BH-](OC(C)=O)(OC(C)=O)OC(C)=O.[Na+].C([O-])([O-])=O.[K+].[K+]>C1COCC1.O.C(O)(=O)C>[Cl:12][C:13]1[CH:18]=[CH:17][C:16]([C:19]2[CH:20]=[C:21]3[C:26](=[CH:27][CH:28]=2)[N:25]=[C:24]([C:29]#[C:30][C:31]2[CH:38]=[CH:37][C:34]([CH2:35][N:39]4[CH2:43][CH2:42][CH2:41][CH2:40]4)=[CH:33][CH:32]=2)[CH:23]=[CH:22]3)=[CH:15][CH:14]=1 |f:3.4,5.6.7|. Procedure details: 3 mg p-toluenesulphonic acid and 100 μL glacial acetic acid are added to a solution of 290 mg (0.78 mmol) 4-[6-(4-chloro-phenyl)-quinoline-2-ylethynyl]-benzaldehyde and 56 mg (0.78 mmol) pyrrolidine in 10 mL THF at RT and stirred for 30 minutes. Then 334 mg (1.57 mmol) NaBH(OAc)3 are added batchwise and the reaction mixture is stirred for 14 h. A few drops of water are added dropwise to the reaction mixture and this is stirred for 15 minutes. The reaction mixture is then combined with K2CO3 and ...